This data is from the Open Reaction Database (ORD), a public repository of structured organic reaction records. The task is: describe an organic reaction: reactants, conditions, products, and yield Reactants: C1CCOC1, COCCCCC(O)(c1cccc(Cl)c1)C1CCCN(C(=O)OC(C)(C)C)C1, [H-], CI, [Na+]. The product is COCCCCC(OC)(c1cccc(Cl)c1)C1CCCN(C(=O)OC(C)(C)C)C1. RXN SMILES: [CH2:33]1[O:34][CH2:35][CH2:36][CH2:37]1.[Cl:1][c:2]1[cH:3][c:4]([C:8]([CH2:9][CH2:10][CH2:11][CH2:12][O:13][CH3:14])([OH:15])[CH:16]2[CH2:17][N:18]([C:22](=[O:23])[O:24][C:25]([CH3:26])([CH3:27])[CH3:28])[CH2:19][CH2:20][CH2:21]2)[cH:5][cH:6][cH:7]1.[H-:30].[I:31][CH3:32].[Na+:29]>>[Cl:1][c:2]1[cH:3][c:4]([C:8]([CH2:9][CH2:10][CH2:11][CH2:12][O:13][CH3:14])([O:15][CH3:32])[CH:16]2[CH2:17][N:18]([C:22](=[O:23])[O:24][C:25]([CH3:26])([CH3:27])[CH3:28])[CH2:19][CH2:20][CH2:21]2)[cH:5][cH:6][cH:7]1.